This data is from the Open Reaction Database (ORD), a public repository of structured organic reaction records. The task is: describe an organic reaction: reactants, conditions, products, and yield The reactants are C(C)(C)N(CC)C(C)C (diisopropylethylamine), C([O-])([O-])=O.[Na+].[Na+] (sodium carbonate), OC1=CC=C(C=C1)CC(=O)O (4-hydroxy phenyl acetic acid), OC1=C(C=O)C=CC(=C1)O (2,4-dihydroxy benzaldehyde), acid anhydride, C([O-])(O)=O.[K+] (potassium bicarbonate), CN1CCCCC1 (N-methylpiperidine), acid anhydrides, amines, C(C)(=O)OC(C)=O (acetic anhydride), C1=CC(=CC=C1[C@@H]2CC=3C=CC(=CC3OC2)O)O ((S)-equol), C([O-])(O)=O.[Na+] (sodium bicarbonate), sodium biphosphate, C([O-])([O-])=O.[K+].[K+] (potassium carbonate), amines, C(C)(C)N(C(C)C)C(C)C (triisopropylamine), C(C)(C)N(CC)C(C)C (diisopropylethylamine), CN(C)C (trimethylamine), potassium biphosphate, acid anhydride. The solvent is C(C)N(CC)CC (triethylamine), O (water). Yields the product C(C)(=O)OC1=CC=C(C=C1)C=1C(OC2=CC(=CC=C2C1)OC(C)=O)=O (4-(7-acetoxy-2-oxo-2H-chromen-3-yl)phenyl acetate), ( 3 ). RXN SMILES: [CH:1]1[C:6]([C@H:7]2[CH2:16][O:15][C:14]3[CH:13]=[C:12]([OH:17])[CH:11]=[CH:10][C:9]=3[CH2:8]2)=[CH:5][CH:4]=[C:3]([OH:18])[CH:2]=1.[OH:19][C:20]1C=CC(CC(O)=O)=C[CH:21]=1.[OH:30][C:31]1C=C(O)C=C[C:32]=1C=O.C(OC(=O)C)(=[O:42])C.C(N(C(C)C)CC)(C)C.CN(C)C.C(N(C(C)C)C(C)C)(C)C.CN1CCCCC1.C(=O)(O)[O-].[Na+].C(=O)(O)[O-].[K+].C(=O)([O-])[O-].[K+].[K+].C(=O)([O-])[O-].[Na+].[Na+]>O.C(N(CC)CC)C>[C:20]([O:18][C:3]1[CH:4]=[CH:5][C:6]([C:7]2[C:16](=[O:42])[O:15][C:14]3[C:9]([CH:8]=2)=[CH:10][CH:11]=[C:12]([O:17][C:31](=[O:30])[CH3:32])[CH:13]=3)=[CH:1][CH:2]=1)(=[O:19])[CH3:21] |f:8.9,10.11,12.13.14,15.16.17|. Procedure details: The first step of the process for preparation of (S)-equol (1) involves Perkin reaction between 4-hydroxy phenyl acetic acid and 2,4-dihydroxy benzaldehyde in presence of an acid anhydride and a base. The most suitable acid anhydride is acetic anhydride although other acid anhydrides may also be used for the reaction. The base may be selected from a group of organic amines like triethylamine, diisopropylethylamine, trimethylamine, triisopropylamine, N-methylpiperidine and inorganic bases like so... Starting materials: CC(=O)O, CCOC(C)=O, [Fe], N#Cc1ccc([N+](=O)[O-])cc1F. Yields the product N#Cc1ccc(N)cc1F. Reaction SMILES: [CH3:13][C:14](=[O:15])[OH:16].[CH3:17][CH2:18][O:19][C:20](=[O:21])[CH3:22].[Fe:23].[N+:1]([O-:2])(=[O:3])[c:4]1[cH:5][c:6]([F:12])[c:7]([C:8]#[N:9])[cH:10][cH:11]1>>[NH2:1][c:4]1[cH:5][c:6]([F:12])[c:7]([C:8]#[N:9])[cH:10][cH:11]1. Starting materials: FC(C1=CC=C(C=C1)C=1C=CC(=NC1)N)(F)F (5-(4-Trifluoromethyl-phenyl)-pyridin-2-ylamine), C1CC(=O)N(C1=O)Br (NBS), C(=O)(O)[O-].[Na+] (NaHCO3). Solvent: C(C)#N (acetonitrile). Conditions: temperature 23 celsius, time 2 hour. Yields the product BrC=1C(=NC=C(C1)C1=CC=C(C=C1)C(F)(F)F)N (3-Bromo-5-(4-trifluoromethyl-phenyl)-pyridin-2-ylamine). Yield: 72.9%. RXN SMILES: [F:1][C:2]([F:17])([F:16])[C:3]1[CH:8]=[CH:7][C:6]([C:9]2[CH:10]=[CH:11][C:12]([NH2:15])=[N:13][CH:14]=2)=[CH:5][CH:4]=1.C1C(=O)N([Br:25])C(=O)C1.C([O-])(O)=O.[Na+]>C(#N)C>[Br:25][C:11]1[C:12]([NH2:15])=[N:13][CH:14]=[C:9]([C:6]2[CH:5]=[CH:4][C:3]([C:2]([F:1])([F:16])[F:17])=[CH:8][CH:7]=2)[CH:10]=1 |f:2.3|. Procedure: To a solution of 5-(4-trifluoromethyl-phenyl)-pyridin-2-ylamine (example C.25 step 1) (3.9 g, 16 mmol) in acetonitrile (65 mL) at 0° C. was added NBS (2.914 g, 16 mmol) and the mixture was stirred at 23° C. for 2 h. Poured on ice with sat. NaHCO3-sol., extracted thrice with AcOEt, dried the combined organic layers over Na2SO4, filtered off and evaporated. The residue was purified by silica gel column chromatography with AcOEt followed by trituration with heptane and very little ether to give the... The reactants are C(C)OC(C#CCC(C)C)=O (5-methyl-hex-2-ynoic acid ethyl ester). The reagents and catalysts are [Pd].[O-]S(=O)(=O)[O-].[Ba+2] (Pd BaSO4). The solvent is C1CCOC1 (THF), N1=CC=CC=C1 (pyridine). The product is C(C)OC(\C=C/CC(C)C)=O ((Z)-5-methyl-hex-2-enoic acid ethyl ester). The yield is 56.5%. Reaction SMILES: [CH2:1]([O:3][C:4](=[O:11])[C:5]#[C:6][CH2:7][CH:8]([CH3:10])[CH3:9])[CH3:2]>C1COCC1.N1C=CC=CC=1.[Pd].[O-]S([O-])(=O)=O.[Ba+2]>[CH2:1]([O:3][C:4](=[O:11])/[CH:5]=[CH:6]\[CH2:7][CH:8]([CH3:10])[CH3:9])[CH3:2] |f:3.4.5|. Reported procedure: 5-Methyl-hex-2-ynoic acid ethyl ester 7 (20.97 g) in THF (540 mL), pyridine (60 mL), and 5% Pd/BaSO4 (1.10 g) was hydrogenated in 3.25 hours. The solvent was evaporated, and the light oil was chromatographed on a silica gel coulmn. After recovering some unreacted acetylene, the olefin was eluted with 5% ether in pet ether to give pure fractions of (Z)-5-methyl-hex-2-enoic acid ethyl ester 8 (12.0 g). Reactants: CCCCCC, CN(C)C=O, O=P(Cl)(Cl)Cl, Cc1ccccc1, c1ccc2c(c1)Cn1cccc1-c1nccn1-2. Yields the product O=Cc1cc2n(c1)Cc1ccccc1-n1ccnc1-2. As a reaction SMILES: [CH3:23][CH2:24][CH2:25][CH2:26][CH2:27][CH3:28].[CH3:36][N:37]([CH:38]=[O:39])[CH3:40].[P:18]([Cl:19])([Cl:20])([Cl:21])=[O:22].[c:29]1([CH3:30])[cH:31][cH:32][cH:33][cH:34][cH:35]1.[n:1]1[cH:2][cH:3][n:4]2[c:5]1-[c:6]1[n:7]([cH:15][cH:16][cH:17]1)[CH2:8][c:9]1[c:10]-2[cH:11][cH:12][cH:13][cH:14]1>>[n:1]1[cH:2][cH:3][n:4]2[c:5]1-[c:6]1[n:7]([cH:15][c:16]([CH:38]=[O:39])[cH:17]1)[CH2:8][c:9]1[c:10]-2[cH:11][cH:12][cH:13][cH:14]1. Starting materials: FC1=C(CN(C2=C(C(=CC=C2)[N+](=O)[O-])C)CC2=CC=C(OC=3C=C(C=C(C3)OC)O)C=C2)C=CC(=C1)F (3-(4-{[(2,4-difluorobenzyl)(2-methyl-3-nitrophenyl)amino]methyl}phenoxy)-5-methoxyphenol), C(CO)(=O)OCC (ethyl glycolate). Product: FC1=C(CN(C2=C(C(=CC=C2)[N+](=O)[O-])C)CC2=CC=C(OC=3C=C(OCC(=O)OCC)C=C(C3)OC)C=C2)C=CC(=C1)F (ethyl [3-(4-{[(2,4-difluorobenzyl)(2-methyl-3-nitrophenyl)amino]methyl}phenoxy)-5-methoxyphenoxy]acetate). RXN SMILES: [F:1][C:2]1[CH:36]=[C:35]([F:37])[CH:34]=[CH:33][C:3]=1[CH2:4][N:5]([CH2:16][C:17]1[CH:32]=[CH:31][C:20]([O:21][C:22]2[CH:23]=[C:24]([OH:30])[CH:25]=[C:26]([O:28][CH3:29])[CH:27]=2)=[CH:19][CH:18]=1)[C:6]1[CH:11]=[CH:10][CH:9]=[C:8]([N+:12]([O-:14])=[O:13])[C:7]=1[CH3:15].[C:38]([O:42][CH2:43][CH3:44])(=[O:41])[CH2:39]O>>[F:1][C:2]1[CH:36]=[C:35]([F:37])[CH:34]=[CH:33][C:3]=1[CH2:4][N:5]([CH2:16][C:17]1[CH:32]=[CH:31][C:20]([O:21][C:22]2[CH:23]=[C:24]([CH:25]=[C:26]([O:28][CH3:29])[CH:27]=2)[O:30][CH2:39][C:38]([O:42][CH2:43][CH3:44])=[O:41])=[CH:19][CH:18]=1)[C:6]1[CH:11]=[CH:10][CH:9]=[C:8]([N+:12]([O-:14])=[O:13])[C:7]=1[CH3:15]. Reported procedure: The product from Example 90E and ethyl glycolate were processed as described in Example 62A to provide the title compound. MS (ESI+) m/z 593 (M+H)+. The reactants are [OH-].[Na+] (sodium hydroxide), ClC1=CC=C(OC2=C(N(C3=CC=C(C=C23)S(=O)(=O)C)CC(=O)OC)C)C=C1 (3-(4-chlorophenoxy)-2-methyl-5-(methylsulfonyl)-1H-indole-1-acetic acid, methyl ester), O (water). Solvent: C1CCOC1 (THF). Conditions: time 2 hour. Yields the product ClC1=CC=C(OC2=C(N(C3=CC=C(C=C23)S(=O)(=O)C)CC(=O)O)C)C=C1 (3-(4-Chlorophenoxy)-2-methyl-5-(methylsulfonyl)-1H-indole-1-acetic acid). RXN SMILES: [OH-].[Na+].[Cl:3][C:4]1[CH:29]=[CH:28][C:7]([O:8][C:9]2[C:17]3[C:12](=[CH:13][CH:14]=[C:15]([S:18]([CH3:21])(=[O:20])=[O:19])[CH:16]=3)[N:11]([CH2:22][C:23]([O:25]C)=[O:24])[C:10]=2[CH3:27])=[CH:6][CH:5]=1.O>C1COCC1>[Cl:3][C:4]1[CH:5]=[CH:6][C:7]([O:8][C:9]2[C:17]3[C:12](=[CH:13][CH:14]=[C:15]([S:18]([CH3:21])(=[O:19])=[O:20])[CH:16]=3)[N:11]([CH2:22][C:23]([OH:25])=[O:24])[C:10]=2[CH3:27])=[CH:28][CH:29]=1 |f:0.1|. Procedure details: A solution of 1M sodium hydroxide (1 ml) was added to a stirred mixture of the product from step (iii) (235 mg) in THF (1 ml). After 2 h, water (10 ml) was added and the solution extracted with DCM. The solution was acidified with 2 M hydrochloric acid and extracted with ethylacetate. These later organics were dried and evaporated under reduced pressure. Yield 135 mg Yields the product C1(CC1)C=1N=C2N(C=CC=C2C(C)(C)O)C1CC1=CC2=C(/C(/C3=C(OC2)C=C(C=C3)F)=C(\C#N)/C)C=C1 ((E)-2-(8-{[2-cyclopropyl-8-(2-hydroxypropan-2-yl)imidazo[1,2-a]pyridin-3-yl]methyl}-3-fluorodibenzo[b,e]oxepin-11(6H)-ylidene)propanenitrile). The reactants are C[Mg]Cl (methylmagnesium chloride), C(#N)\C(\C)=C/1\C2=C(OCC3=C1C=CC(=C3)CC3=C(N=C1N3C=CC=C1C(=O)OCCC)C1CC1)C=C(C=C2)F ((E)-propyl 3-{[11-(1-cyanoethylidene)-3-fluoro-6,11-dihydrodibenzo[b,e]oxepin-8-yl]methyl}-2-cyclopropylimidazo[1,2-a]pyridine-8-carboxylate), C1CCOC1 (THF), [Cl-].[NH4+] (ammonium chloride). Yield: 90.0%. Procedure details: [step 2] (E)-propyl 3-{[11-(1-cyanoethylidene)-3-fluoro-6,11-dihydrodibenzo[b,e]oxepin-8-yl]methyl}-2-cyclopropylimidazo[1,2-a]pyridine-8-carboxylate (350 mg, 0.55 mmol) obtained in step 1 was dissolved in THF (4.1 mL), methylmagnesium chloride (3 mol/L THF solution, 0.73 mL, 2.20 mmol) was added at −30° C., and the mixture was stirred at −20° C. for 2 hr. To the mixture was added saturated aqueous ammonium chloride solution, and the mixture was extracted 3 times with ethyl acetate. The combined... As a reaction SMILES: [C:1](/[C:3](=[C:5]1/[C:6]2[CH:38]=[CH:37][C:36]([F:39])=[CH:35][C:7]=2[O:8][CH2:9][C:10]2[CH:15]=[C:14]([CH2:16][C:17]3[N:21]4[CH:22]=[CH:23][CH:24]=[C:25](C(OCCC)=O)[C:20]4=N[C:18]=3[CH:32]3[CH2:34][CH2:33]3)[CH:13]=[CH:12][C:11]/1=2)/[CH3:4])#[N:2].[CH3:40][Mg]Cl.[Cl-].[NH4+:44].[CH2:45]1[CH2:49][O:48]CC1>>[CH:32]1([C:18]2[N:44]=[C:20]3[C:25]([C:49]([OH:48])([CH3:45])[CH3:40])=[CH:24][CH:23]=[CH:22][N:21]3[C:17]=2[CH2:16][C:14]2[CH:13]=[CH:12][C:11]3/[C:5](=[C:3](/[CH3:4])\[C:1]#[N:2])/[C:6]4[CH:38]=[CH:37][C:36]([F:39])=[CH:35][C:7]=4[O:8][CH2:9][C:10]=3[CH:15]=2)[CH2:34][CH2:33]1 |f:2.3|. Conditions: temperature -20 celsius, time 2 hour. The reactants are C(C=C)[Si](C)(C)C (allyltrimethylsilane), [H-].[Al+3].[Li+].[H-].[H-].[H-] (Lithium aluminum hydride), COC1=CC=C2C(C(CSC2=C1)(CCC)C1=CC=C(C=C1)OC)=O (7-methoxy-3-(4-methoxyphenyl)-3-propylthiochroman-4-one), [Cl-].[NH4+] (ammonium chloride). The reagents and catalysts are [I-].[Zn+2].[I-] (zinc iodide). Run in O (Water), O1CCCC1 (tetrahydrofuran), ClCCCl (1,2-dichloroethane). Conditions: time 12 hour. Yields the product COC1=CC=C2C(C(CSC2=C1)(CCC)C1=CC=C(C=C1)OC)CC=C ((3RS,4RS)-7-methoxy-3-(4-methoxyphenyl)-4-(2-propenyl)-3-propylthiochroman). Isolated yield 72.2%. As a reaction SMILES: [CH3:1][O:2][C:3]1[CH:12]=[C:11]2[C:6]([C:7](=O)[C:8]([C:16]3[CH:21]=[CH:20][C:19]([O:22][CH3:23])=[CH:18][CH:17]=3)([CH2:13][CH2:14][CH3:15])[CH2:9][S:10]2)=[CH:5][CH:4]=1.[H-].[Al+3].[Li+].[H-].[H-].[H-].[Cl-].[NH4+].[CH2:33]([Si](C)(C)C)[CH:34]=[CH2:35]>O1CCCC1.ClCCCl.[I-].[Zn+2].[I-].O>[CH3:1][O:2][C:3]1[CH:12]=[C:11]2[C:6]([CH:7]([CH2:35][CH:34]=[CH2:33])[C:8]([C:16]3[CH:21]=[CH:20][C:19]([O:22][CH3:23])=[CH:18][CH:17]=3)([CH2:13][CH2:14][CH3:15])[CH2:9][S:10]2)=[CH:5][CH:4]=1 |f:1.2.3.4.5.6,7.8,12.13.14|. Reported procedure: A solution of 7-methoxy-3-(4-methoxyphenyl)-3-propylthiochroman-4-one (1.7 g, 4.96 mmol) in anhydrous tetrahydrofuran (30 ml) was cooled to −78° C. Lithium aluminum hydride (94.2 mg, 2.48 mmol) was added to this solution, followed by stirring for 12 hours at room temperature. Saturated aqueous ammonium chloride (100 ml) was added to the reaction mixture, which was then extracted twice with ethyl acetate (100 ml). The combined organic layers were washed with water and saturated aqueous sodium chl...